This data is from the Open Reaction Database (ORD), a public repository of structured organic reaction records. The task is: describe an organic reaction: reactants, conditions, products, and yield Reactants: CC(C)[O-], CC(C)O, Clc1ccc(N2CCNCC2)nn1, [Na+], [Na]. The product is CC(C)Oc1ccc(N2CCNCC2)nn1. As a reaction SMILES: [CH3:14][CH:15]([O-:16])[CH3:17].[CH:20]([OH:21])([CH3:22])[CH3:23].[Cl:1][c:2]1[n:3][n:4][c:5]([N:8]2[CH2:9][CH2:10][NH:11][CH2:12][CH2:13]2)[cH:6][cH:7]1.[Na+:18].[Na:19]>>[c:2]1([O:16][CH:15]([CH3:14])[CH3:17])[n:3][n:4][c:5]([N:8]2[CH2:9][CH2:10][NH:11][CH2:12][CH2:13]2)[cH:6][cH:7]1. The reactants are NCC1=C(N=C2N1C1CC(C3=C2C=C(C(=C3)F)Br)C1)C(=O)N (3-(Aminomethyl)-10-bromo-9-fluoro-6,7-dihydro-5H-5,7-methanobenzo[c]imidazo[1,2-a]azepine-2-carboxamide), C1(CCC1)C(=O)O (cyclobutanecarboxylic acid). The product is BrC=1C(=CC2=C(C=3N(C4CC2C4)C(=C(N3)C(=O)N)CNC(=O)C3CCC3)C1)F (10-bromo-3-(cyclobutanecarboxamidomethyl)-9-fluoro-6,7-dihydro-5H-5,7-methanobenzo[c]imidazo[1,2-a]azepine-2-carboxamide). As a reaction SMILES: [NH2:1][CH2:2][C:3]1[N:7]2[CH:8]3[CH2:19][CH:10]([C:11]4[CH:16]=[C:15]([F:17])[C:14]([Br:18])=[CH:13][C:12]=4[C:6]2=[N:5][C:4]=1[C:20]([NH2:22])=[O:21])[CH2:9]3.[CH:23]1([C:27](O)=[O:28])[CH2:26][CH2:25][CH2:24]1>>[Br:18][C:14]1[C:15]([F:17])=[CH:16][C:11]2[CH:10]3[CH2:9][CH:8]([CH2:19]3)[N:7]3[C:3]([CH2:2][NH:1][C:27]([CH:23]4[CH2:26][CH2:25][CH2:24]4)=[O:28])=[C:4]([C:20]([NH2:22])=[O:21])[N:5]=[C:6]3[C:12]=2[CH:13]=1. Procedure details: 3-(Aminomethyl)-10-bromo-9-fluoro-6,7-dihydro-5H-5,7-methanobenzo[c]imidazo[1,2-a]azepine-2-carboxamide was reacted with cyclobutanecarboxylic acid similar to as described in example 2 with non-critical modifications to afford crude 10-bromo-3-(cyclobutanecarboxamidomethyl)-9-fluoro-6,7-dihydro-5H-5,7-methanobenzo[c]imidazo[1,2-a]azepine-2-carboxamide which was directly reacted with 2-methyl-3-butyne-ol via General Procedure F to afford 12 mg (29.3%) of 3-[(cyclobutanecarbonylamino)methyl]-9-flu... Reactants: [N+](=O)([O-])C1=C(C=CC=C1)[C@H]1[C@@H](OC(O1)(C)C)CO (((4S,5S)-5-(2-nitrophenyl)-2,2-dimethyl-1.3-dioxolane-4-yl)methanol), [N+](=O)([O-])C1=C(C=CC=C1)[C@@H]1[C@H](OC(O1)(C)C)CO (((4R,5R)-5-(2-nitrophenyl)-2,2-dimethyl-1.3-dioxolane-4-yl)methanol). As a reaction SMILES: [N+:1]([C:4]1[CH:9]=[CH:8][CH:7]=[CH:6][C:5]=1[C@@H:10]1[O:14][C:13]([CH3:16])([CH3:15])[O:12][C@H:11]1[CH2:17][OH:18])([O-])=O.[N+](C1C=CC=CC=1[C@H]1OC(C)(C)O[C@@H]1CO)([O-])=O>>[NH2:1][C:4]1[CH:9]=[CH:8][CH:7]=[CH:6][C:5]=1[C@@H:10]1[O:14][C:13]([CH3:15])([CH3:16])[O:12][C@H:11]1[CH2:17][OH:18]. Procedure details: The substantially same method as described in Example 47 was conducted, except that (4S,5S)-methyl-5-(2-nitrophenyl)-2,2-dimethyl-1.3-dioxolane-4-carboxylate (Preparation example 50) was used instead of (4R,5R)-5-(2-nitrophenyl)-2,2-dimethyl-1.3-dioxolane-4-yl)methanol (Preparation example 46), to obtain the title compound (11 g, 70˜95%) Yields the product NC1=C(C=CC=C1)[C@H]1[C@@H](OC(O1)(C)C)CO (((4S,5S)-5-(2-aminophenyl)-2,2-dimethyl-1.3-dioxolane-4-yl)methanol). Isolated yield 70.0%. Starting materials: C(#N)C=C1CCN(CC1)C1=CC=C(C=C1)N1C(O[C@H](C1)CO)=O ((R)-{3-[4-(4-cyanomethylidenepiperidin-1-yl)-phenyl]-2-oxo-oxazolidin-5-ylmethyl}-alcohol). The reagents and catalysts are [Pd] (palladium on carbon). Reaction conditions: temperature 30 celsius, time 8 hour. Product: C(#N)CC1CCN(CC1)C1=CC=C(C=C1)N1C(O[C@H](C1)CO)=O ((R)-{3-[4-(4-cyanomethypiperidin-1-yl)-phenyl]-2-oxo-oxazolidin-5-ylmethyl}-alcohol). Reaction SMILES: [C:1]([CH:3]=[C:4]1[CH2:9][CH2:8][N:7]([C:10]2[CH:15]=[CH:14][C:13]([N:16]3[CH2:20][C@H:19]([CH2:21][OH:22])[O:18][C:17]3=[O:23])=[CH:12][CH:11]=2)[CH2:6][CH2:5]1)#[N:2]>[Pd]>[C:1]([CH2:3][CH:4]1[CH2:9][CH2:8][N:7]([C:10]2[CH:11]=[CH:12][C:13]([N:16]3[CH2:20][C@H:19]([CH2:21][OH:22])[O:18][C:17]3=[O:23])=[CH:14][CH:15]=2)[CH2:6][CH2:5]1)#[N:2]. Reported procedure: The suspension of (R)-{3-[4-(4-cyanomethylidenepiperidin-1-yl)-phenyl]-2-oxo-oxazolidin-5-ylmethyl}-alcohol (0.11 mmol), 10% palladium on carbon (0.1 g) tetrahydrofuran was stirred under atmospheric hydrogen pressure at 30° C. for overnight. Starting materials: C1(=CC=CC=C1)C1(SCCS1)CCC(=O)O (2-phenyl-1,3-dithiolane-2-propionic acid), C(C)(S)S (ethanedithiol), C1(=CC=CC=C1)C(CCC(=O)O)=O (4-phenyl-4-oxobutyric acid). Yields the product C(C(C)S)S (1,2-propanedithiol), CC(C(C)S)S (2,3-butanedithiol), 4-methyl- and 4,5-dimethyl-2-phenyl-1,3-dithiolane-2-propionic acid. As a reaction SMILES: C1(C(=O)CCC(O)=O)C=CC=CC=1.[C:14]1([C:20]2([CH2:25][CH2:26]C(O)=O)[S:24]CC[S:21]2)C=CC=CC=1.[CH:30]([SH:33])([SH:32])[CH3:31]>>[CH2:20]([SH:24])[CH:25]([SH:32])[CH3:26].[CH3:14][CH:20]([SH:21])[CH:30]([SH:33])[CH3:31]. Procedure: In the same manner, 4-phenyl-4-oxobutyric acid is converted to 2-phenyl-1,3-dithiolane-2-propionic acid using ethanedithiol; while the use of 1,2-propanedithiol and 2,3-butanedithiol affords 4-methyl- and 4,5-dimethyl-2-phenyl-1,3-dithiolane-2-propionic acid, respectively.